From a dataset of the Open Reaction Database (ORD), a public repository of structured organic reaction records. describe an organic reaction: reactants, conditions, products, and yield Reactants: CC(C)c1c(C(=O)O)n(-c2ccc(F)cc2)c(=O)c2ccccc12, O=S(Cl)Cl. The product is CC(C)c1c(C(=O)Cl)n(-c2ccc(F)cc2)c(=O)c2ccccc12. RXN SMILES: [F:1][c:2]1[cH:3][cH:4][c:5](-[n:8]2[c:9](=[O:24])[c:10]3[cH:11][cH:12][cH:13][cH:14][c:15]3[c:16]([CH:21]([CH3:22])[CH3:23])[c:17]2[C:18](=[O:19])[OH:20])[cH:6][cH:7]1.[S:25]([Cl:26])([Cl:27])=[O:28]>>[F:1][c:2]1[cH:3][cH:4][c:5](-[n:8]2[c:9](=[O:24])[c:10]3[cH:11][cH:12][cH:13][cH:14][c:15]3[c:16]([CH:21]([CH3:22])[CH3:23])[c:17]2[C:18](=[O:19])[Cl:27])[cH:6][cH:7]1. The reactants are C[Si](C)(C)N=C=O (Trimethylsilyl isocyanate), CONCCCCN1C(=NC=2C(=NC=3C=CC=CC3C21)N)C (1-[4-(methoxyamino)butyl]-2-methyl-1H-imidazo[4,5-c]quinolin-4-amine). The reagents and catalysts are N12CCCCCC2=NCCC1 (1,8-diazabicyclo[5.4.0]undec-7ene). The solvent is ClCCl (dichloromethane). Conditions: time 8 hour. Yields the product NC1=NC=2C=CC=CC2C2=C1N=C(N2CCCCN(C(=O)N[Si](C)(C)C)OC)C (N-[4-(4-amino-2-methyl-1H-imidazo[4,5-c]quinolin-1-yl)butyl]-N-methoxy-N′-(trimethylsilyl)urea). Isolated yield 98.9%. RXN SMILES: [CH3:1][Si:2]([N:5]=[C:6]=[O:7])([CH3:4])[CH3:3].[CH3:8][O:9][NH:10][CH2:11][CH2:12][CH2:13][CH2:14][N:15]1[C:27]2[C:26]3[CH:25]=[CH:24][CH:23]=[CH:22][C:21]=3[N:20]=[C:19]([NH2:28])[C:18]=2[N:17]=[C:16]1[CH3:29]>N12CCCN=C1CCCCC2.ClCCl>[NH2:28][C:19]1[C:18]2[N:17]=[C:16]([CH3:29])[N:15]([CH2:14][CH2:13][CH2:12][CH2:11][N:10]([O:9][CH3:8])[C:6]([NH:5][Si:2]([CH3:4])([CH3:3])[CH3:1])=[O:7])[C:27]=2[C:26]2[CH:25]=[CH:24][CH:23]=[CH:22][C:21]=2[N:20]=1. Reported procedure: Trimethylsilyl isocyanate (1.62 mL, 12.0 mmol) and 1,8-diazabicyclo[5.4.0]undec-7ene (one drop) were added to a solution of 1-[4-(methoxyamino)butyl]-2-methyl-1H-imidazo[4,5-c]quinolin-4-amine (3.00 g, 10.0 mmol) in dichloromethane (100 mL). The reaction mixture was stirred overnight at room temperature, then concentrated under reduced pressure to afford 4.1 g of crude N-[4-(4-amino-2-methyl-1H-imidazo[4,5-c]quinolin-1-yl)butyl]-N-methoxy-N′-(trimethylsilyl)urea, which was used without purificat... Starting materials: NC=1C=2N(C=CN1)C(=NC2C2=CC=C(C(=O)NC1=NC=CC(=C1)C#N)C=C2)[C@H]2NCCCC2 ((S)-4-(8-amino-3-(piperidin-2-yl)imidazo[1,5-a]pyrazin-1-yl)-N-(4-cyanopyridin-2-yl)benzamide), NC=1C=2N(C=CN1)C(=NC2C2=CC=C(C(=O)NC1=NC=CC(=C1)C#N)C=C2)[C@H]2NCCCC2 ((S)-4-(8-amino-3-(piperidin-2-yl)imidazo[1,5-a]pyrazin-1-yl)-N-(4-cyanopyridin-2-yl)benzamide), C(C=C)(=O)Cl (acryloylchloride). Yields the product C(C=C)(=O)N1[C@@H](CCCC1)C1=NC(=C2N1C=CN=C2N)C2=CC=C(C(=O)NC1=NC=CC(=C1)C#N)C=C2 ((S)-4-(3-(1-Acryloylpiperidin-2-yl)-8-aminoimidazo[1,5-a]pyrazin-1-yl)-N-(4-cyanopyridin-2-yl)benzamide). Isolated yield 10.4%. RXN SMILES: [NH2:1][C:2]1[C:3]2[N:4]([C:8]([C@@H:28]3[CH2:33][CH2:32][CH2:31][CH2:30][NH:29]3)=[N:9][C:10]=2[C:11]2[CH:27]=[CH:26][C:14]([C:15]([NH:17][C:18]3[CH:23]=[C:22]([C:24]#[N:25])[CH:21]=[CH:20][N:19]=3)=[O:16])=[CH:13][CH:12]=2)[CH:5]=[CH:6][N:7]=1.[C:34](Cl)(=[O:37])[CH:35]=[CH2:36]>>[C:34]([N:29]1[CH2:30][CH2:31][CH2:32][CH2:33][C@H:28]1[C:8]1[N:4]2[CH:5]=[CH:6][N:7]=[C:2]([NH2:1])[C:3]2=[C:10]([C:11]2[CH:12]=[CH:13][C:14]([C:15]([NH:17][C:18]3[CH:23]=[C:22]([C:24]#[N:25])[CH:21]=[CH:20][N:19]=3)=[O:16])=[CH:26][CH:27]=2)[N:9]=1)(=[O:37])[CH:35]=[CH2:36]. Procedure: This compound was prepared, in an analogous manner as described in Example 1, from (S)-4-(8-amino-3-(piperidin-2-yl)imidazo[1,5-a]pyrazin-1-yl)-N-(4-cyanopyridin-2-yl)benzamide (intermediate 24) and acryloylchloride, to afford the title compound (4.8 mg, 10.4%). Data: UPLC(C) Rt: 2.31 min. Starting materials: [N+](=O)([O-])C1=C(C(=O)N)C=CC=C1 (2-nitrobenzamide), CO (methanol). Reagents/catalysts: [Pd] (palladium on carbon). Solvent: C1CCOC1 (THF). Product: NC1=C(C(=O)N)C=CC=C1 (2-aminobenzamide). Reaction SMILES: [N+:1]([C:4]1[CH:12]=[CH:11][CH:10]=[CH:9][C:5]=1[C:6]([NH2:8])=[O:7])([O-])=O.CO>C1COCC1.[Pd]>[NH2:1][C:4]1[CH:12]=[CH:11][CH:10]=[CH:9][C:5]=1[C:6]([NH2:8])=[O:7]. Procedure: The appropriate 2-nitrobenzoic acid was initially reacted in analogy to general methods 2 and 5 with the particular amine to give a 2-nitrobenzamide. Subsequently, 4 mmol of the 2-nitrobenzamide were hydrogenated in 50 ml of THF and 50 ml of methanol in the presence of a spatula tip of 10% palladium on carbon at RT under atmospheric pressure. The catalyst was filtered off with suction, the reaction mixture was concentrated, and the appropriate 2-aminobenzamide was obtained. The reactants are NC1=CC=C(CC2=NC=3N(C(N(C(C3N2)=O)CC2=C(C=CC=C2)F)=O)CCCC)C=C1 (8-(4-amino-benzyl)-3-butyl-1-(2-fluoro-benzyl)-3,7-dihydro-purine-2,6-dione), COC1=C(C=C(C=C1)C)S(=O)(=O)Cl (2-methoxy-5-methyl-benzenesulfonyl chloride). The product is C(CCC)N1C(N(C(C=2NC(=NC12)CC1=CC=C(C=C1)NS(=O)(=O)C1=C(C=CC(=C1)C)OC)=O)CC1=C(C=CC=C1)F)=O (N-{4-[3-Butyl-1-(2-fluoro-benzyl)-2,6-dioxo-2,3,6,7-tetrahydro-1H-purin-8-ylmethyl]-phenyl}-2-methoxy-5-methyl-benzenesulfonamide). As a reaction SMILES: [NH2:1][C:2]1[CH:31]=[CH:30][C:5]([CH2:6][C:7]2[NH:15][C:14]3[C:13](=[O:16])[N:12]([CH2:17][C:18]4[CH:23]=[CH:22][CH:21]=[CH:20][C:19]=4[F:24])[C:11](=[O:25])[N:10]([CH2:26][CH2:27][CH2:28][CH3:29])[C:9]=3[N:8]=2)=[CH:4][CH:3]=1.[CH3:32][O:33][C:34]1[CH:39]=[CH:38][C:37]([CH3:40])=[CH:36][C:35]=1[S:41](Cl)(=[O:43])=[O:42]>>[CH2:26]([N:10]1[C:9]2[N:8]=[C:7]([CH2:6][C:5]3[CH:4]=[CH:3][C:2]([NH:1][S:41]([C:35]4[CH:36]=[C:37]([CH3:40])[CH:38]=[CH:39][C:34]=4[O:33][CH3:32])(=[O:43])=[O:42])=[CH:31][CH:30]=3)[NH:15][C:14]=2[C:13](=[O:16])[N:12]([CH2:17][C:18]2[CH:23]=[CH:22][CH:21]=[CH:20][C:19]=2[F:24])[C:11]1=[O:25])[CH2:27][CH2:28][CH3:29]. Procedure: Prepared from 8-(4-amino-benzyl)-3-butyl-1-(2-fluoro-benzyl)-3,7-dihydro-purine-2,6-dione and 2-methoxy-5-methyl-benzenesulfonyl chloride. Purity (ELSD, based on MW=605.7)=94%. Starting materials: saturated solution, [Cl-].[NH4+] (ammonium chloride), solution, C1(=CC=CC=C1)C(N1C=NC=C1C(=O)CCC(=C(CCC1CCCCC1)S(=O)(=O)C1=CC=C(C=C1)C)OP(=O)(OCC)OCC)(C1=CC=CC=C1)C1=CC=CC=C1 (1-[1-Triphenylmethyl-5-imidazoyl]-3-(diethoxyphosphinyl)oxy-4-p-toluenesulfonyl-6-cyclohexyl-3-hexene), CN(C)P(=O)(N(C)C)N(C)C (HMPA), C#C (acetylene). The solvent is C(Cl)(Cl)Cl (CHCl3), C1CCOC1 (THF), C1CCOC1 (THF). Reaction conditions: time 1 hour. Yields the product C1(=CC=CC=C1)C(N1C=NC(=C1)CCC#CCCC1CCCCC1)(C1=CC=CC=C1)C1=CC=CC=C1 (1-[1-triphenylmethyl-1H-imidazol-4-yl]-6-cyclohexyl-3-hexyne). RXN SMILES: [C:1]1([C:7]([C:52]2[CH:57]=[CH:56][CH:55]=[CH:54][CH:53]=2)([C:46]2[CH:51]=[CH:50][CH:49]=[CH:48][CH:47]=2)N2C(C(CCC(OP(OCC)(OCC)=O)=C(S(C3C=CC(C)=CC=3)(=O)=O)CCC3CCCCC3)=O)=CN=C2)[CH:6]=[CH:5][CH:4]=[CH:3][CH:2]=1.CN(P([N:66]([CH3:68])[CH3:67])(N(C)C)=O)C.[Cl-].[NH4+:70].[CH:71]#[CH:72]>C1COCC1.C(Cl)(Cl)Cl>[C:46]1([C:7]([C:52]2[CH:53]=[CH:54][CH:55]=[CH:56][CH:57]=2)([C:1]2[CH:6]=[CH:5][CH:4]=[CH:3][CH:2]=2)[N:66]2[CH:67]=[C:71]([CH2:72][CH2:49][C:48]#[C:47][CH2:46][CH2:7][CH:1]3[CH2:6][CH2:5][CH2:4][CH2:3][CH2:2]3)[N:70]=[CH:68]2)[CH:51]=[CH:50][CH:49]=[CH:48][CH:47]=1 |f:2.3|. Reported procedure: 1-[1-Triphenylmethyl-5-imidazoyl]-3-(diethoxyphosphinyl)oxy-4-p-toluenesulfonyl-6-cyclohexyl-3-hexene (14.5 g, 0.018 mol) was dissolved in dry THF (150 ml) and HMPA (10 ml) at room temperature under N2. Sml2 (0.1M solution in THF) was added to the reaction in 50 ml portions via syringe. Atotal of 400 ml of 0.1M Sml2 was added. After the last 50 ml portion was added, the blue reaction mixture was stirred for 1 hour. The reaction mixture was added to 500 ml of a saturated solution of ammonium chlo... The reactants are N[C@@H](CCSC)C(=O)O (Met), amino acid, N[C@@H](CC1=CC=CC=C1)C(=O)O (Phe), N[C@@H](CC1=CC=C(C=C1)O)C(=O)O (Tyr), N[C@@H](C)C(=O)O (Ala), N[C@@H](CCSC)CO (Met-ol). Run in CC(=O)O (HOAc). Yields the product N[C@@H](CC1=CC=C(C=C1)O)C(=O)N[C@H](C)C(=O)N[C@@H](CC1=CC=CC=C1)C(=O)O.N[C@@H](CCSC)CO (H-Tyr-DAla-Phe Methioninol). As a reaction SMILES: [NH2:1][C@H:2]([C:11]([OH:13])=O)[CH2:3][C:4]1[CH:9]=[CH:8][C:7]([OH:10])=[CH:6][CH:5]=1.[NH2:14][C@H:15]([C:17](O)=[O:18])[CH3:16].[NH2:20][C@H:21]([C:29]([OH:31])=[O:30])[CH2:22][C:23]1[CH:28]=[CH:27][CH:26]=[CH:25][CH:24]=1.[NH2:32][C@H:33]([C:38](O)=[O:39])[CH2:34][CH2:35][S:36][CH3:37].N[C@H](CO)CCSC>CC(O)=O>[NH2:1][C@H:2]([C:11]([NH:14][C@@H:15]([C:17]([NH:20][C@H:21]([C:29]([OH:31])=[O:30])[CH2:22][C:23]1[CH:28]=[CH:27][CH:26]=[CH:25][CH:24]=1)=[O:18])[CH3:16])=[O:13])[CH2:3][C:4]1[CH:5]=[CH:6][C:7]([OH:10])=[CH:8][CH:9]=1.[NH2:32][C@H:33]([CH2:38][OH:39])[CH2:34][CH2:35][S:36][CH3:37] |f:6.7|. Reported procedure: Boc-methionine was esterified to hydroxymethylpolystyrene-divinylbenzene (1% crosslinked) using dicyclohexylcarbodiimide and a p-dimethylaminopyridine catalyst; amino acid analysis showed a substitution of 0.316 mmoles Met/g resin. Excess hydroxyl groups were acetylated, and the peptide was assembled on the resin in the standard fashion, using the Beckman 990 synthesizer. The hydroxyl group of tyrosine was blocked during synthesis with the bromocarbobenzoxy group. Next, 2 g of peptide resin, H-T... The reactants are [Br-], CON(C)C(=O)Cc1ccc(OCc2ccccc2)cc1, CCC[Mg+], C1CCOC1. The product is CCCC(=O)Cc1ccc(OCc2ccccc2)cc1. RXN SMILES: [Br-:22].[CH2:1]([c:2]1[cH:3][cH:4][cH:5][cH:6][cH:7]1)[O:8][c:9]1[cH:10][cH:11][c:12]([CH2:15][C:16](=[O:17])[N:18]([O:19][CH3:20])[CH3:21])[cH:13][cH:14]1.[CH2:23]([CH2:24][CH3:25])[Mg+:26].[CH2:27]1[O:28][CH2:29][CH2:30][CH2:31]1>>[CH2:1]([c:2]1[cH:3][cH:4][cH:5][cH:6][cH:7]1)[O:8][c:9]1[cH:10][cH:11][c:12]([CH2:15][C:16](=[O:17])[CH2:23][CH2:24][CH3:25])[cH:13][cH:14]1.